The task is: describe an organic reaction: reactants, conditions, products, and yield. This data is from the Open Reaction Database (ORD), a public repository of structured organic reaction records. Starting materials: Cl.Cl.Cl.N[C@H](CCC(O)=O)C(=O)N1CCN(CC1)C1CCN(CC1)C (1-(D-glutamyl)-4-(1-methylpiperidin-4-yl)piperazine trihydrochloride), ClC=1C=C2C=C(NC2=CC1)C(=O)O (5-chloroindole-2-carboxylic acid). Yields the product ClC=1C=C2C=C(NC2=CC1)C(=O)N[C@H](CCC(O)=O)C(=O)N1CCN(CC1)C1CCN(CC1)C (1-[N-(5-Chloroindole-2-carbonyl)-D-glutamyl]-4-(1-methylpiperidin-4-yl)piperazine). As a reaction SMILES: Cl.Cl.Cl.[NH2:4][C@@H:5]([C:11]([N:13]1[CH2:18][CH2:17][N:16]([CH:19]2[CH2:24][CH2:23][N:22]([CH3:25])[CH2:21][CH2:20]2)[CH2:15][CH2:14]1)=[O:12])[CH2:6][CH2:7][C:8](=[O:10])[OH:9].[Cl:26][C:27]1[CH:28]=[C:29]2[C:33](=[CH:34][CH:35]=1)[NH:32][C:31]([C:36](O)=[O:37])=[CH:30]2>>[Cl:26][C:27]1[CH:28]=[C:29]2[C:33](=[CH:34][CH:35]=1)[NH:32][C:31]([C:36]([NH:4][C@@H:5]([C:11]([N:13]1[CH2:14][CH2:15][N:16]([CH:19]3[CH2:24][CH2:23][N:22]([CH3:25])[CH2:21][CH2:20]3)[CH2:17][CH2:18]1)=[O:12])[CH2:6][CH2:7][C:8](=[O:9])[OH:10])=[O:37])=[CH:30]2 |f:0.1.2.3|. Procedure: Using methods substantially equivalent to those described in Method D-1, the titled compound was prepared from 1-(D-glutamyl)-4-(1-methylpiperidin-4-yl)piperazine trihydrochloride and 5-chloroindole-2-carboxylic acid (43%).